Dataset: the Open Reaction Database (ORD), a public repository of structured organic reaction records. Task: describe an organic reaction: reactants, conditions, products, and yield The reactants are O=C1C(I)CC2CCCC(c3ccc(F)cc3)N12, CCOP(OCC)OCC. The product is CCOP(=O)(OCC)C1CC2CCCC(c3ccc(F)cc3)N2C1=O. Reaction SMILES: [F:1][c:2]1[cH:3][cH:4][c:5]([CH:8]2[N:9]3[C:10](=[O:18])[CH:11]([I:17])[CH2:12][CH:13]3[CH2:14][CH2:15][CH2:16]2)[cH:6][cH:7]1.[P:19]([O:20][CH2:21][CH3:22])([O:23][CH2:24][CH3:25])[O:26][CH2:27][CH3:28]>>[F:1][c:2]1[cH:3][cH:4][c:5]([CH:8]2[N:9]3[C:10](=[O:18])[CH:11]([P:19]([O:20][CH2:21][CH3:22])([O:23][CH2:24][CH3:25])=[O:26])[CH2:12][CH:13]3[CH2:14][CH2:15][CH2:16]2)[cH:6][cH:7]1. Reactants: C(C)(=O)N(C1=CC=C(C=C1)[N+](=O)[O-])CC (N-acetyl-N-ethyl-4-nitroaniline), C(CC)(=O)Cl (propionyl chloride). Solvent: C1=CC=CC=C1 (benzene). The product is C(CC)(=O)N(C1=CC=C(C=C1)[N+](=O)[O-])C (N-propionyl-N-methyl-4-nitroaniline). RXN SMILES: [C:1]([N:4]([CH2:14]C)[C:5]1[CH:10]=[CH:9][C:8]([N+:11]([O-:13])=[O:12])=[CH:7][CH:6]=1)(=[O:3])[CH3:2].[C:16](Cl)(=O)CC>C1C=CC=CC=1>[C:1]([N:4]([CH3:14])[C:5]1[CH:10]=[CH:9][C:8]([N+:11]([O-:13])=[O:12])=[CH:7][CH:6]=1)(=[O:3])[CH2:2][CH3:16]. Procedure: The reaction is carried out using an analogous method to (9a), using N-methyl-4 nitroanilinc (5 g, 32.86 mmol) in benzene (30 ml), treated with propionyl chloride (15 ml). ES+ (M+1) 208.88.